This data is from the Open Reaction Database (ORD), a public repository of structured organic reaction records. The task is: describe an organic reaction: reactants, conditions, products, and yield The reactants are BrC1=CC(=C(C=C1)C1=C(C=NN1C1COCC1)C(=O)NCC1=C(C=C(C=C1)OC)OC)Cl ((±)-5-(4-bromo-2-chlorophenyl)-N-(2,4-dimethoxybenzyl)-1-(tetrahydrofuran-3-yl)-1H-pyrazole-4-carboxamide), O (water). Solvent: C1CCOC1 (THF). Reaction conditions: time 12 hour. The product is BrC=1C=CC=2C3=C(C(N(C2C1)CC1=C(C=C(C=C1)OC)OC)=O)C=NN3C3COCC3 ((±)-7-bromo-5-(2,4-dimethoxybenzyl)-1-(tetrahydrofuran-3-yl)-1H-pyrazolo[4,3-c]quinolin-4(5H)-one). The yield is 41.6%. RXN SMILES: [Br:1][C:2]1[CH:7]=[CH:6][C:5]([C:8]2[N:12]([CH:13]3[CH2:17][CH2:16][O:15][CH2:14]3)[N:11]=[CH:10][C:9]=2[C:18]([NH:20][CH2:21][C:22]2[CH:27]=[CH:26][C:25]([O:28][CH3:29])=[CH:24][C:23]=2[O:30][CH3:31])=[O:19])=[C:4](Cl)[CH:3]=1.O>C1COCC1>[Br:1][C:2]1[CH:7]=[CH:6][C:5]2[C:8]3[N:12]([CH:13]4[CH2:17][CH2:16][O:15][CH2:14]4)[N:11]=[CH:10][C:9]=3[C:18](=[O:19])[N:20]([CH2:21][C:22]3[CH:27]=[CH:26][C:25]([O:28][CH3:29])=[CH:24][C:23]=3[O:30][CH3:31])[C:4]=2[CH:3]=1. Reported procedure: (±)-5-(4-bromo-2-chlorophenyl)-N-(2,4-dimethoxybenzyl)-1-(tetrahydrofuran-3-yl)-1H-pyrazole-4-carboxamide (1.26 g) was dissolved in THF (25 mL), and KTB (597 mg) was added at 0° C. The mixture was stirred for 12 hours while gradually warming to room temperature. The reaction mixture was cooled to 0° C., and water was added, followed by filtration. The filtration residue was separately stored. The filtrate was extracted with ethyl acetate, and the organic layer was concentrated under reduced pres... Reactants: CC(C)C[AlH]CC(C)C, ClCCl, CCOC(=O)c1c(C)nc2c(ccn2Cc2cccc(F)c2F)c1I, [Na+], [OH-], O, O. Yields the product Cc1nc2c(ccn2Cc2cccc(F)c2F)c(I)c1CO. As a reaction SMILES: [CH3:26][CH:27]([CH2:28][AlH:29][CH2:30][CH:31]([CH3:32])[CH3:33])[CH3:34].[Cl:39][CH2:40][Cl:41].[F:1][c:2]1[c:3]([CH2:4][n:5]2[cH:6][cH:7][c:8]3[c:9]2[n:10][c:11]([CH3:20])[c:12]([C:15](=[O:16])[O:17][CH2:18][CH3:19])[c:13]3[I:14])[cH:21][cH:22][cH:23][c:24]1[F:25].[Na+:37].[OH-:36].[OH2:35].[OH2:38]>>[F:1][c:2]1[c:3]([CH2:4][n:5]2[cH:6][cH:7][c:8]3[c:9]2[n:10][c:11]([CH3:20])[c:12]([CH2:15][OH:16])[c:13]3[I:14])[cH:21][cH:22][cH:23][c:24]1[F:25].